Dataset: the Open Reaction Database (ORD), a public repository of structured organic reaction records. Task: describe an organic reaction: reactants, conditions, products, and yield The reactants are CC(C)(C)OC(=O)N1CC(=O)C(F)C1, CC(=O)O[BH-](OC(C)=O)OC(C)=O, CC(=O)O, NCc1ccc(Cl)cc1Cl, ClCCCl, [Na+], [Na+], [OH-]. Product: CC(C)(C)OC(=O)N1CC(F)C(NCc2ccc(Cl)cc2Cl)C1. As a reaction SMILES: [C:15]([CH3:16])([CH3:17])([CH3:18])[O:19][C:20](=[O:21])[N:22]1[CH2:23][CH:24]([F:28])[C:25](=[O:27])[CH2:26]1.[C:1]([O:2][BH-:3]([O:4][C:5](=[O:6])[CH3:7])[O:8][C:9](=[O:10])[CH3:11])(=[O:12])[CH3:13].[CH3:45][C:46](=[O:47])[OH:48].[Cl:29][c:30]1[c:31]([CH2:32][NH2:33])[cH:34][cH:35][c:36]([Cl:38])[cH:37]1.[Cl:41][CH2:42][CH2:43][Cl:44].[Na+:14].[Na+:40].[OH-:39]>>[C:15]([CH3:16])([CH3:17])([CH3:18])[O:19][C:20](=[O:21])[N:22]1[CH2:23][CH:24]([F:28])[CH:25]([NH:33][CH2:32][c:31]2[c:30]([Cl:29])[cH:37][c:36]([Cl:38])[cH:35][cH:34]2)[CH2:26]1.